This data is from the Open Reaction Database (ORD), a public repository of structured organic reaction records. The task is: describe an organic reaction: reactants, conditions, products, and yield Yields the product Clc1ccc(-c2cnc(Br)c(Br)c2)cc1. Starting materials: Nc1cc(-c2ccc(Cl)cc2)cnc1Br, Br, O=N[O-], [Na+], O. RXN SMILES: [Br:5][c:6]1[n:7][cH:8][c:9](-[c:13]2[cH:14][cH:15][c:16]([Cl:19])[cH:17][cH:18]2)[cH:10][c:11]1[NH2:12].[BrH:20].[N:1]([O-:2])=[O:3].[Na+:4].[OH2:21]>>[Br:5][c:6]1[n:7][cH:8][c:9](-[c:13]2[cH:14][cH:15][c:16]([Cl:19])[cH:17][cH:18]2)[cH:10][c:11]1[Br:20]. The reactants are BrCC(=O)C1=NC=C(C=C1Cl)Cl (2-bromo-1-(3,5-dichloropyridin-2-yl)ethanone), Cl.C(C)ON (ethoxyamine hydrochloride). Run in C(C)O (ethanol). Run at time 16 hour. Yields the product C(C)ON=C(CBr)C1=NC=C(C=C1Cl)Cl (2-bromo-1-(3,5-dichloropyridin-2-yl)ethanone-O-ethyloxime). Yield: 87.1%. Reaction SMILES: [Br:1][CH2:2][C:3]([C:5]1[C:10]([Cl:11])=[CH:9][C:8]([Cl:12])=[CH:7][N:6]=1)=O.Cl.[CH2:14]([O:16][NH2:17])[CH3:15]>C(O)C>[CH2:14]([O:16][N:17]=[C:3]([C:5]1[C:10]([Cl:11])=[CH:9][C:8]([Cl:12])=[CH:7][N:6]=1)[CH2:2][Br:1])[CH3:15] |f:1.2|. Procedure details: To 3.00 g of 2-bromo-1-(3,5-dichloropyridin-2-yl)ethanone in 25 ml of ethanol, 1.09 g of ethoxyamine hydrochloride was added, and the mixture was stirred at room temperature for 16 hours. After completion of the reaction, the solvent was evaporated under reduced pressure, the resulting residue was mixed with 50 ml of water and extracted with ethyl acetate (50 ml×2), the resulting organic layers were combined, washed with water (50 ml×1) and dried over saturated aqueous sodium chloride and then a... The product is C=C(CCO[Si](C)(C)C(C)(C)C)c1ccc(F)c(Br)c1. Starting materials: C=C(CCO)c1ccc(F)c(Br)c1, CC(C)(C)[Si](C)(C)Cl, ClCCl, CCOC(C)=O, O, c1c[nH]cn1. Reaction SMILES: [Br:1][c:2]1[cH:3][c:4]([C:9]([CH2:10][CH2:11][OH:12])=[CH2:13])[cH:5][cH:6][c:7]1[F:8].[C:19]([CH3:20])([CH3:21])([CH3:22])[Si:23]([CH3:24])([CH3:25])[Cl:26].[CH2:28]([Cl:29])[Cl:30].[CH3:31][CH2:32][O:33][C:34](=[O:35])[CH3:36].[OH2:27].[nH:14]1[cH:15][cH:16][n:17][cH:18]1>>[Br:1][c:2]1[cH:3][c:4]([C:9]([CH2:10][CH2:11][O:12][Si:23]([C:19]([CH3:20])([CH3:21])[CH3:22])([CH3:24])[CH3:25])=[CH2:13])[cH:5][cH:6][c:7]1[F:8]. Reactants: hydroxy-ester, C(CCCC)(=O)OCC (ethyl valerate), C(C1=CC=CC=C1)=O (benzaldehyde), hydroxy-ester. Reaction SMILES: [C:1]([O:7][CH2:8][CH3:9])(=[O:6])[CH2:2][CH2:3][CH2:4][CH3:5].[CH:10](=[O:17])[C:11]1[CH:16]=[CH:15][CH:14]=[CH:13][CH:12]=1>>[CH2:3]([CH:2]([CH:10]([OH:17])[C:11]1[CH:16]=[CH:15][CH:14]=[CH:13][CH:12]=1)[C:1]([O:7][CH2:8][CH3:9])=[O:6])[CH2:4][CH3:5]. Yields the product C(CC)C(C(=O)OCC)C(C1=CC=CC=C1)O (Ethyl 2-Propyl-3-hydroxy-3-phenylpropionate). Reported procedure: A 100 milligram sample of the prepared hydroxy-ester is pyrolyzed in a sealed tube at 240°-245° C. for 1 hour. Examination of the pyrolyzate by liquid chromatography indicates that it consists of 60% of unreacted hydroxy-ester and 40% of a 1:1 mixture of ethyl valerate and benzaldehyde. The reactants are ClC=1C=C(C=CC1)N1N=CC(=C(C1=O)OCCC(C)(C)O)C1=CC=C(C=C1)S(=O)(=O)C (2-(3-Chlorophenyl)-4-(3-hydroxy-3-methyl-1-butoxy)-5-[4-(methylsulfonyl)phenyl]-3(2H)-pyridazinone), N (NH3). Product: ClC=1C=C(C=CC1)N1N=CC(=C(C1=O)OCCC(C)(C)O)C1=CC=C(C=C1)S(=O)(=O)N (2-(3-Chlorophenyl)-4-(3-hydroxy-3-methyl-1-butoxy)-5-[4-(aminosulfonyl)phenyl]-3(2H)-pyridazinone). RXN SMILES: [Cl:1][C:2]1[CH:3]=[C:4]([N:8]2[C:13](=[O:14])[C:12]([O:15][CH2:16][CH2:17][C:18]([OH:21])([CH3:20])[CH3:19])=[C:11]([C:22]3[CH:27]=[CH:26][C:25]([S:28](C)(=[O:30])=[O:29])=[CH:24][CH:23]=3)[CH:10]=[N:9]2)[CH:5]=[CH:6][CH:7]=1.[NH3:32]>>[Cl:1][C:2]1[CH:3]=[C:4]([N:8]2[C:13](=[O:14])[C:12]([O:15][CH2:16][CH2:17][C:18]([OH:21])([CH3:20])[CH3:19])=[C:11]([C:22]3[CH:27]=[CH:26][C:25]([S:28]([NH2:32])(=[O:30])=[O:29])=[CH:24][CH:23]=3)[CH:10]=[N:9]2)[CH:5]=[CH:6][CH:7]=1. Procedure: The title compound was prepared according to the method of Example 459, substituting 2-(3-chlorophenyl)-4-(3-hydroxy-3-methyl-1-butoxy)-5-[4-(methylsulfonyl)phenyl]-3(2H)-pyridazinone (Example 475) in place of 2-(3,4-difluorophenyl)-4-(2-hydroxy-2-methyl-1-propoxy)-5-[4-(methylsulfonyl)phenyl]-3(2H)-pyridazinone. 1H NMR (300 MHz, CDCl3) δ 8.03 (d, J=8.7 Hz, 2H), 7.91 (s, 1H), 7.70 (d, J=8.7 Hz, 2H), 7.68 (m, 1H), 7.57 (m, 1H), 7.41 (m, 1H), 7.38 (m, 1H), 5.65 (s, 2H), 4.51 (t, J=6.6 Hz, 2H), 2.7... Reactants: C(=C\CCCC)/C=1C=C(C=CC1)C(C(C)C1=CC=C(C(=O)NCCC(=O)OC)C=C1)C1=CNC2=CC=CC=C12 (Methyl N-{4-[2-{3-[(1E)-hex-1-en-1-yl]phenyl}-2-(1H-indol-3-yl)-1-methylethyl]benzoyl}-β-alaninate), CC(C)C1C(=O)NCC(=O)NC(C(=O)NC(C(=O)NC(C(=O)NC(C(=O)N2CCCC2C(=O)NC(CSSCC(C(=O)NC(C(=O)N1)CCSC)NC(=O)C(CCCNC(=N)N)NC(=O)C(CCSC)NC(=O)C(C(C)O)NC(=O)C(CC(=O)O)N)C(=O)NC(CC3=CNC4=CC=CC=C43)C(=O)NC(CCC(=O)O)C(=O)NC(C(C)C)C(=O)O)CCCNC(=N)N)CC5=CC=C(C=C5)O)C(C)C)CCCNC(=N)N (melanin-concentrating hormone). Product: C(=C\CCCC)/C=1C=C(C=CC1)C(C(C)C1=CC=C(C(=O)NCCC(=O)O)C=C1)C1=CNC2=CC=CC=C12 (N-{4-[2-{3-[(1E)-Hex-1-en-1-yl]phenyl}-2-(1H-indol-3-yl)-1-methylethyl]benzoyl}-β-alanine). Reaction SMILES: [CH:1](/[C:7]1[CH:8]=[C:9]([CH:13]([C:31]2[C:39]3[C:34](=[CH:35][CH:36]=[CH:37][CH:38]=3)[NH:33][CH:32]=2)[CH:14]([C:16]2[CH:30]=[CH:29][C:19]([C:20]([NH:22][CH2:23][CH2:24][C:25]([O:27]C)=[O:26])=[O:21])=[CH:18][CH:17]=2)[CH3:15])[CH:10]=[CH:11][CH:12]=1)=[CH:2]\[CH2:3][CH2:4][CH2:5][CH3:6].CC(C1NC(=O)C(CCSC)NC(=O)C(NC(C(NC(C(NC(C(NC(C(N)CC(O)=O)=O)C(O)C)=O)CCSC)=O)CCCNC(N)=N)=O)CSSCC(C(NC(C(NC(C(NC(C(O)=O)C(C)C)=O)CCC(O)=O)=O)CC2C3C(=CC=CC=3)NC=2)=O)NC(=O)C2N(CCC2)C(=O)C(CCCNC(N)=N)NC(=O)C(CC2C=CC(O)=CC=2)NC(=O)C(C(C)C)NC(=O)C(CCCNC(N)=N)NC(=O)CNC1=O)C>>[CH:1](/[C:7]1[CH:8]=[C:9]([CH:13]([C:31]2[C:39]3[C:34](=[CH:35][CH:36]=[CH:37][CH:38]=3)[NH:33][CH:32]=2)[CH:14]([C:16]2[CH:30]=[CH:29][C:19]([C:20]([NH:22][CH2:23][CH2:24][C:25]([OH:27])=[O:26])=[O:21])=[CH:18][CH:17]=2)[CH3:15])[CH:10]=[CH:11][CH:12]=1)=[CH:2]\[CH2:3][CH2:4][CH2:5][CH3:6]. Procedure: The title compound was prepared from the intermediate from Step A using the hydrolysis conditions described in INTERMEDIATE 2, Step G. The crude material was purified by HPLC. 1H NMR (500 MHz, CD3CN): δ 8.97 (s, 1H); 7.55 (d, J=8.3 Hz, 2H); 7.52 (d, J=7.9 Hz, 1H); 7.49 (s, 1H); 7.43 (d, J=8.3 Hz, 2H); 7.33 (d, J=7.5 Hz, 1H); 7.20 (t, J=7.6 Hz, 2H); 7.14 (m, 2H); 7.07 (broad s, 1H); 6.99-6.96 (m, 1H); 6.92-6.89 (m, 1H); 6.40-6.25 (m, 2H); 4.50 (d, J=11.5 Hz, 1H); 3.77-3.69 (m, 1H); 3.49 (q, J=6.4... The reactants are C(=O)(C(F)(F)F)O.N[C@@H](CS)C(=O)O.NC1=C(C=C(C(=O)N[C@@H](CCSC)C(=O)O)C=C1)C (TFA cysteine 4-amino-3-methylbenzoyl methionine), ClCl (Cl2), [SiH](CC)(CC)CC (Et3SiH), C(=O)(C(F)(F)F)O (TFA). Reaction conditions: time 1 hour. Product: N[C@@H](CS)C(=O)O.OC(=O)C(F)(F)F.NC1=CC=C(C2=CC=CC=C12)C(=O)N[C@@H](CCSC)C(=O)O (TFA cysteine 4-amino-1-naphthoyl methionine). As a reaction SMILES: ClCl.[SiH](CC)(CC)CC.[C:10]([OH:16])([C:12]([F:15])([F:14])[F:13])=[O:11].C(O)(C(F)(F)F)=O.[NH2:24][C@H:25]([C:28]([OH:30])=[O:29])[CH2:26][SH:27].[NH2:31][C:32]1[CH:48]=[CH:47][C:35]([C:36]([NH:38][C@H:39]([C:44]([OH:46])=[O:45])[CH2:40][CH2:41][S:42][CH3:43])=[O:37])=[CH:34][C:33]=1[CH3:49]>>[NH2:24][C@H:25]([C:28]([OH:30])=[O:29])[CH2:26][SH:27].[OH:16][C:10]([C:12]([F:15])([F:14])[F:13])=[O:11].[NH2:31][C:32]1[C:33]2[C:34](=[CH:26][CH:25]=[CH:28][CH:49]=2)[C:35]([C:36]([NH:38][C@H:39]([C:44]([OH:46])=[O:45])[CH2:40][CH2:41][S:42][CH3:43])=[O:37])=[CH:47][CH:48]=1 |f:3.4.5,6.7.8|. Procedure: N-BOC-S-trityl-cysteine-4-amino-1-naphthoyl methionine methyl ester (83.3 mg, 0.11 mmol) was taken up in THF (0.7 ml) and to this mixture was added 0.5M LiOH (0.43 ml) at 0° C. The mixture was stirred at 0° C. for 35 minutes. The solvent was removed in vacuo using a cold water bath. The residue was worked up as described for TFA-cysteine-4-amino-3-methylbenzoyl methionine in Example 2, and 74.1 mg of the free acid was obtained. This was then dissolved into CH2 Cl2 (1 ml) and Et3SiH (0.015 ml) wa... Reactants: ClC=1C=C2C=C(NC2=CC1)C(=O)O (5-chloroindole-2-carboxylic acid), N1(CCNCC1)C(=O)OC(C)(C)C (tert-butyl 1-piperazinecarboxylate), CCN=C=NCCCN(C)C.Cl (EDCl), C=1C=CC2=C(C1)N=NN2O (HOBT). The reagents and catalysts are CN(C1=CC=NC=C1)C (4-dimethylaminopyridine). Solvent: C(Cl)Cl (CH2Cl2). Run at temperature 0 celsius, time 24 hour. The product is C(C)(C)(C)OC(=O)N1CCN(CC1)C(=O)C=1NC2=CC=C(C=C2C1)Cl (4-(5-Chloro-1H-indole-2-carbonyl)-piperazine-1-carboxylic Acid tert-butyl ester). RXN SMILES: [Cl:1][C:2]1[CH:3]=[C:4]2[C:8](=[CH:9][CH:10]=1)[NH:7][C:6]([C:11]([OH:13])=O)=[CH:5]2.[N:14]1([C:20]([O:22][C:23]([CH3:26])([CH3:25])[CH3:24])=[O:21])[CH2:19][CH2:18][NH:17][CH2:16][CH2:15]1.C1C=CC2N(O)N=NC=2C=1.CCN=C=NCCCN(C)C.Cl>CN(C)C1C=CN=CC=1.C(Cl)Cl>[C:23]([O:22][C:20]([N:14]1[CH2:19][CH2:18][N:17]([C:11]([C:6]2[NH:7][C:8]3[C:4]([CH:5]=2)=[CH:3][C:2]([Cl:1])=[CH:10][CH:9]=3)=[O:13])[CH2:16][CH2:15]1)=[O:21])([CH3:26])([CH3:24])[CH3:25] |f:3.4|. Reported procedure: A mixture of 5-chloroindole-2-carboxylic acid (10 g), tert-butyl 1-piperazinecarboxylate (10.5 g) and 4-dimethylaminopyridine (6.3 g) in CH2Cl2 (200 mL) was treated with a catalytic amount of HOBT (0.2 g). The resulting mixture was cooled to 0° C., and EDCl (10.8 g) was added. The reaction was then slowly warmed to ambient temperature and stirred for 24 h then concentrated under reduced pressure. Water was added to the resulting residue. The product precipitated and was washed with water (2×50 m... Starting materials: O=C1CCOC2=C(C=CC=C12)C#N (4-oxo-3,4-dihydro-2H-chromene-8-carbonitrile), OC1=C(C#N)C=CC=C1 (2-hydroxybenzonitrile), C(C)(=O)[O-].[NH4+] (ammonium acetate). Run in CO (methanol). Conditions: time 5 day. Product: NC1CCOC2=C(C=CC=C12)C#N (4-Amino-3,4-dihydro-2H-chromene-8-carbonitrile). As a reaction SMILES: O=[C:2]1[C:11]2[C:6](=[C:7]([C:12]#[N:13])[CH:8]=[CH:9][CH:10]=2)[O:5][CH2:4][CH2:3]1.OC1C=CC=CC=1C#[N:18].C([O-])(=O)C.[NH4+]>CO>[NH2:18][CH:2]1[C:11]2[C:6](=[C:7]([C:12]#[N:13])[CH:8]=[CH:9][CH:10]=2)[O:5][CH2:4][CH2:3]1 |f:2.3|. Reported procedure: A mixture of 260 mg of 4-oxo-3,4-dihydro-2H-chromene-8-carbonitrile (made from 2-hydroxybenzonitrile via the procedure described in Example 29), ammonium acetate (1.2 g), and 3 A molecular sieves (1.5 g) in 10 mL of methanol was stirred for 5 days. The mixture was filtered through celite and the filtrate concentrated in vacuo. The crude residue was treated with 100 mL of 1 M HCl and extracted with ethyl ether (3×100 mL). The aqueous layer was made basic to pH 10 with saturated NaOH and extracted...